Dataset: the Open Reaction Database (ORD), a public repository of structured organic reaction records. Task: describe an organic reaction: reactants, conditions, products, and yield The reactants are CCO, CCOC(=O)CCN1CCC(OC(c2ccc(Cl)cc2)c2ccccn2)CC1, [Na+], [OH-]. Yields the product O=C(O)CCN1CCC(OC(c2ccc(Cl)cc2)c2ccccn2)CC1. As a reaction SMILES: [CH3:31][CH2:32][OH:33].[Cl:1][c:2]1[cH:3][cH:4][c:5]([CH:8]([O:9][CH:10]2[CH2:11][CH2:12][N:13]([CH2:16][CH2:17][C:18](=[O:19])[O:20][CH2:21][CH3:22])[CH2:14][CH2:15]2)[c:23]2[n:24][cH:25][cH:26][cH:27][cH:28]2)[cH:6][cH:7]1.[Na+:30].[OH-:29]>>[Cl:1][c:2]1[cH:3][cH:4][c:5]([CH:8]([O:9][CH:10]2[CH2:11][CH2:12][N:13]([CH2:16][CH2:17][C:18](=[O:19])[OH:20])[CH2:14][CH2:15]2)[c:23]2[n:24][cH:25][cH:26][cH:27][cH:28]2)[cH:6][cH:7]1. Reactants: O=C1NC2=C(CCN1C1CCN(CC1)C(=O)O[C@@H](C(=O)N1CCN(CC1)C1CCN(CC1)C(=O)OC(C)(C)C)CC1=CC(=C(C(=C1)C)O)OC)C=CC=C2 ((R)-2-[4-(1-tert-butoxycarbonyl-piperidin-4-yl)-piperazin-1-yl]-1-(4-hydroxy-3-methoxy-5-methyl-benzyl)-2-oxo-ethyl 4-(2-oxo-1,2,4,5-tetrahydro-1,3-benzodiazepin-3-yl)-piperidine-1-carboxylate). Run in C(=O)O (formic acid). The product is O=C1NC2=C(CCN1C1CCN(CC1)C(=O)O[C@@H](C(N1CCN(CC1)C1CCNCC1)=O)CC1=CC(=C(C(=C1)C)O)OC)C=CC=C2 ((R)-1-(4-hydroxy-3-methoxy-5-methyl-benzyl)-2-oxo-2-(4-piperidin-4-yl-piperazin-1-yl)-ethyl 4-(2-oxo-1,2,4,5-tetrahydro-1,3-benzodiazepin-3-yl)-piperidine-1-carboxylate). RXN SMILES: [O:1]=[C:2]1[N:8]([CH:9]2[CH2:14][CH2:13][N:12]([C:15]([O:17][C@H:18]([CH2:40][C:41]3[CH:46]=[C:45]([CH3:47])[C:44]([OH:48])=[C:43]([O:49][CH3:50])[CH:42]=3)[C:19]([N:21]3[CH2:26][CH2:25][N:24]([CH:27]4[CH2:32][CH2:31][N:30](C(OC(C)(C)C)=O)[CH2:29][CH2:28]4)[CH2:23][CH2:22]3)=[O:20])=[O:16])[CH2:11][CH2:10]2)[CH2:7][CH2:6][C:5]2[CH:51]=[CH:52][CH:53]=[CH:54][C:4]=2[NH:3]1>C(O)=O>[O:1]=[C:2]1[N:8]([CH:9]2[CH2:14][CH2:13][N:12]([C:15]([O:17][C@H:18]([CH2:40][C:41]3[CH:46]=[C:45]([CH3:47])[C:44]([OH:48])=[C:43]([O:49][CH3:50])[CH:42]=3)[C:19](=[O:20])[N:21]3[CH2:26][CH2:25][N:24]([CH:27]4[CH2:28][CH2:29][NH:30][CH2:31][CH2:32]4)[CH2:23][CH2:22]3)=[O:16])[CH2:11][CH2:10]2)[CH2:7][CH2:6][C:5]2[CH:51]=[CH:52][CH:53]=[CH:54][C:4]=2[NH:3]1. Reported procedure: A solution of 220 mg (0.29 mmol) (R)-2-[4-(1-tert-butoxycarbonyl-piperidin-4-yl)-piperazin-1-yl]-1-(4-hydroxy-3-methoxy-5-methyl-benzyl)-2-oxo-ethyl 4-(2-oxo-1,2,4,5-tetrahydro-1,3-benzodiazepin-3-yl)-piperidine-1-carboxylate (Example 10.4) in 3 mL formic acid was stirred for 4 h at RT and then concentrated by evaporation i.vac. at 40° C. The crude product was purified by preparative HPLC-MS. The product is CC(C)(C)OC(=O)N1CC(CO)C(c2ccc(OCCCOCc3ccccc3)cc2)C(OCc2ccc3ccccc3c2)C1. RXN SMILES: [Br:1][CH2:2][c:3]1[cH:4][cH:5][c:6]2[c:7]([cH:8][cH:9][cH:10][cH:11]2)[cH:12]1.[CH2:13]([c:14]1[cH:15][cH:16][cH:17][cH:18][cH:19]1)[O:20][CH2:21][CH2:22][CH2:23][O:24][c:25]1[cH:26][cH:27][c:28]([CH:31]2[CH:32]([O:65][CH2:66][c:67]3[cH:68][c:69]4[cH:70][cH:71][cH:72][cH:73][c:74]4[cH:75][cH:76]3)[CH2:33][N:34]([C:58](=[O:59])[O:60][C:61]([CH3:62])([CH3:63])[CH3:64])[CH2:35][CH:36]2[CH2:37][O:38][C:39]([c:40]2[cH:41][cH:42][cH:43][cH:44][cH:45]2)([c:46]2[cH:47][cH:48][cH:49][cH:50][cH:51]2)[c:52]2[cH:53][cH:54][cH:55][cH:56][cH:57]2)[cH:29][cH:30]1.[CH2:97]([Cl:98])[Cl:99].[F:84][C:85]([F:86])([F:87])[C:88]([O:89][C:90](=[O:91])[C:92]([F:93])([F:94])[F:95])=[O:96].[OH:77][C:78]([C:79]([F:80])([F:81])[F:82])=[O:83]>>[CH2:13]([c:14]1[cH:15][cH:16][cH:17][cH:18][cH:19]1)[O:20][CH2:21][CH2:22][CH2:23][O:24][c:25]1[cH:26][cH:27][c:28]([CH:31]2[CH:32]([O:65][CH2:66][c:67]3[cH:68][c:69]4[cH:70][cH:71][cH:72][cH:73][c:74]4[cH:75][cH:76]3)[CH2:33][N:34]([C:58](=[O:59])[O:60][C:61]([CH3:62])([CH3:63])[CH3:64])[CH2:35][CH:36]2[CH2:37][OH:38])[cH:29][cH:30]1. Starting materials: BrCc1ccc2ccccc2c1, CC(C)(C)OC(=O)N1CC(COC(c2ccccc2)(c2ccccc2)c2ccccc2)C(c2ccc(OCCCOCc3ccccc3)cc2)C(OCc2ccc3ccccc3c2)C1, ClCCl, O=C(OC(=O)C(F)(F)F)C(F)(F)F, O=C(O)C(F)(F)F. The reactants are 2B, [Na] (monosodium), pure product m, OC1=CC(OC(=C1)C)=O (4-hydroxy-6 -methyl-2-pyrone), CSS(=O)(=O)C (methyl methanethiolsulfonate). The solvent is C(C)O (ethanol). Run at time 4 hour. The product is OC1=C(C(OC(=C1)C)=O)SC (4-Hydroxy-6-methyl-3-methylthio-2-pyrone). RXN SMILES: [Na].[OH:2][C:3]1[CH:8]=[C:7]([CH3:9])[O:6][C:5](=[O:10])[CH:4]=1.[CH3:11][S:12]S(C)(=O)=O>C(O)C>[OH:2][C:3]1[CH:8]=[C:7]([CH3:9])[O:6][C:5](=[O:10])[C:4]=1[S:12][CH3:11] |^1:0|. Procedure: A mixture of 47.0 g. (0.317 mole) of the monosodium salt of 4-hydroxy-6 -methyl-2-pyrone and 40.0 g. (0.317 mole) of methyl methanethiolsulfonate in 700 ml. of 2B absolute ethanol was heated under reflux with stirring for four hours. The solvent was then removed by evaporation in vacuo, leaving a viscous semi-solid. The crude substance was washed with water and extracted with methylene chloride. The combined extracts were dried over anhydrous sodium sulfate and evaporated in vacuo to dryness, le...